Task: describe an organic reaction: reactants, conditions, products, and yield. Dataset: the Open Reaction Database (ORD), a public repository of structured organic reaction records Reactants: CC(C)(C)OC(=O)NC(Cc1c[nH]c2ccccc12)C(=O)O, COc1ccccc1CN, C1COCCO1. Yields the product COc1ccccc1CNC(=O)C(Cc1c[nH]c2ccccc12)NC(=O)OC(C)(C)C. As a reaction SMILES: [C:1]([CH3:2])([CH3:3])([CH3:4])[O:5][C:6](=[O:7])[NH:8][CH:9]([CH2:10][c:11]1[cH:12][nH:13][c:14]2[cH:15][cH:16][cH:17][cH:18][c:19]12)[C:20](=[O:21])[OH:22].[CH3:23][O:24][c:25]1[c:26]([CH2:27][NH2:28])[cH:29][cH:30][cH:31][cH:32]1.[O:33]1[CH2:34][CH2:35][O:36][CH2:37][CH2:38]1>>[C:1]([CH3:2])([CH3:3])([CH3:4])[O:5][C:6](=[O:7])[NH:8][CH:9]([CH2:10][c:11]1[cH:12][nH:13][c:14]2[cH:15][cH:16][cH:17][cH:18][c:19]12)[C:20](=[O:22])[NH:28][CH2:27][c:26]1[c:25]([O:24][CH3:23])[cH:32][cH:31][cH:30][cH:29]1. The reactants are CC(C)(C)OC(=O)Nc1nc(C(O)=S)cs1, C1CCOC1, [H-], [Na+], CCOP(=O)(COS(=O)(=O)C(F)(F)F)OCC. Yields the product CCOP(=O)(CC(=S)c1csc(NC(=O)OC(C)(C)C)n1)OCC. RXN SMILES: [C:1](=[O:2])([O:3][C:4]([CH3:5])([CH3:6])[CH3:7])[NH:8][c:9]1[s:10][cH:11][c:12]([C:14]([OH:15])=[S:16])[n:13]1.[CH2:36]1[O:37][CH2:38][CH2:39][CH2:40]1.[H-:18].[Na+:17].[S:19]([O:20][CH2:27][P:28](=[O:29])([O:30][CH2:31][CH3:32])[O:33][CH2:34][CH3:35])([C:21]([F:22])([F:23])[F:24])(=[O:25])=[O:26]>>[C:1](=[O:2])([O:3][C:4]([CH3:5])([CH3:6])[CH3:7])[NH:8][c:9]1[s:10][cH:11][c:12]([C:14](=[S:16])[CH2:27][P:28](=[O:29])([O:30][CH2:31][CH3:32])[O:33][CH2:34][CH3:35])[n:13]1. The reactants are NC1=CC=NN1CC (5-amino-1-ethylpyrazole), C(C)OC(C(C(=O)OCC)=COCC)=O (diethylethoxymethylenemalonate), O (water). Solvent: C(C)(=O)OCC (ethyl acetate). Reaction conditions: temperature 120 celsius, time 1 hour. Yields the product C(C)N1N=CC=C1NC=C(C(=O)OCC)C(=O)OCC (Diethyl {[(1-ethyl-1H-pyrazol-5-yl)amino]methylene}malonate). Reaction SMILES: [NH2:1][C:2]1[N:6]([CH2:7][CH3:8])[N:5]=[CH:4][CH:3]=1.[CH2:9]([O:11][C:12](=[O:23])[C:13](=[CH:19]OCC)[C:14]([O:16][CH2:17][CH3:18])=[O:15])[CH3:10].O>C(OCC)(=O)C>[CH2:7]([N:6]1[C:2]([NH:1][CH:19]=[C:13]([C:12]([O:11][CH2:9][CH3:10])=[O:23])[C:14]([O:16][CH2:17][CH3:18])=[O:15])=[CH:3][CH:4]=[N:5]1)[CH3:8]. Reported procedure: A mixture of 5-amino-1-ethylpyrazole (1 gm, 0.0089 mole) and diethylethoxymethylenemalonate (1.9 ml, 0.0089 mole) was stirred at 120° C. for about 1 hour. The reaction mixture was poured into water and extraction was done with ethyl acetate. The organic layer was dried over anhydrous sodium sulfate and concentrated in vacuo to give yellow oil. Yield: 2.5 g. m/z: (M++1) 282.0. Reactants: BrC1=CC=C(C=C1)[C@H](C)N1C(O[C@@](CC1)(CCCO)C1=CC=C(C=C1)F)=O ((R)-3-((S)-1-(4-bromophenyl)ethyl)-6-(4-fluorophenyl)-6-(3-hydroxypropyl)-1,3-oxazinan-2-one), BrC1=NC(=NC(=C1)C)C (4-bromo-2,6-dimethylpyrimidine). Yields the product CC1=NC(=CC(=N1)C1=CC=C(C=C1)[C@H](C)N1C(O[C@@](CC1)(CCCO)C1=CC=C(C=C1)F)=O)C ((R)-3-((S)-1-(4-(2,6-dimethylpyrimidin-4-yl)phenyl)ethyl)-6-(4-fluorophenyl)-6-(3-hydroxypropyl)-1,3-oxazinan-2-one). As a reaction SMILES: Br[C:2]1[CH:7]=[CH:6][C:5]([C@@H:8]([N:10]2[CH2:15][CH2:14][C@@:13]([C:20]3[CH:25]=[CH:24][C:23]([F:26])=[CH:22][CH:21]=3)([CH2:16][CH2:17][CH2:18][OH:19])[O:12][C:11]2=[O:27])[CH3:9])=[CH:4][CH:3]=1.Br[C:29]1[CH:34]=[C:33]([CH3:35])[N:32]=[C:31]([CH3:36])[N:30]=1>>[CH3:36][C:31]1[N:30]=[C:29]([C:2]2[CH:3]=[CH:4][C:5]([C@@H:8]([N:10]3[CH2:15][CH2:14][C@@:13]([C:20]4[CH:25]=[CH:24][C:23]([F:26])=[CH:22][CH:21]=4)([CH2:16][CH2:17][CH2:18][OH:19])[O:12][C:11]3=[O:27])[CH3:9])=[CH:6][CH:7]=2)[CH:34]=[C:33]([CH3:35])[N:32]=1. Procedure details: The title compound was prepared from (R)-3-((S)-1-(4-bromophenyl)ethyl)-6-(4-fluorophenyl)-6-(3-hydroxypropyl)-1,3-oxazinan-2-one following procedures analogous to those described in Example 313 Steps 3 and 4 using 4-bromo-2,6-dimethylpyrimidine in Step 4. LC-MS Method 2 tR=1.073, m/z=464.1; 1H NMR (CD3OD) 1.21 (m, 1H), 1.48 (d, 3H), 1.82 (m, 2H), 2.15 (m, 1H), 2.23 (m, 2H), 2.38 (m, 1H), 2.46 (s, 3H), 2.62 (s, 3H), 3.08 (m, 1H), 3.39 (m, 2H), 5.51 (m, 1H), 6.95-7.08 (m, 4H), 7.21 (m, 2H), 7.51 ... Reactants: NC=1C=C(C=C(C1)C(=O)NCCCCCCCCCC)C(=O)NCCCCCCCCCC (5-amino-N,N'-didecyl-1,3-benzenedicarboxamide), C(C1=CC=CC=C1)C(C(=O)[O-])Br (benzylbromoacetate), 4.6, [I-].[Na+] (sodium iodide), C([O-])([O-])=O.[K+].[K+] (potassium carbonate). Run in CC(=O)C (acetone), CN(C)C=O (DMF). Yields the product C1(=CC=CC=C1)COC(CN)=O (glycine phenylmethyl ester), N-[3,5-bis[decylamino)carbonyl]phenyl. Yield: 47.0%. RXN SMILES: [NH2:1][C:2]1C=C(C(NCCCCCCCCCC)=O)C=C(C(NCCCCCCCCCC)=O)C=1.[CH2:34](C(Br)C([O-])=O)[C:35]1[CH:40]=[CH:39][CH:38]=[CH:37][CH:36]=1.[I-].[Na+].[C:48](=[O:51])([O-])[O-:49].[K+].[K+]>CC(C)=O.CN(C=O)C>[C:35]1([CH2:34][O:49][C:48](=[O:51])[CH2:2][NH2:1])[CH:36]=[CH:37][CH:38]=[CH:39][CH:40]=1 |f:2.3,4.5.6|. Procedure: A mixture of 7.0 g (15.2 mmol) of 5-amino-N,N'-didecyl-1,3-benzenedicarboxamide, 9.7 ml of benzylbromoacetate, 4.6 (30.4 mmol) of sodium iodide and 4.2 g (30.4 mmol) of potassium carbonate in 150 ml of acetone and 50 ml of DMF was stirred at reflux for 26 hours. The reaction mixture was filtered and the solvents were removed from the filtrate at reduced pressure. The residue was purified by HPLC using 35% ethyl acetate-hexane. The pure fractions were combined and recrystallized from methylene ch... Reactants: CO, [H][H], C#Cc1cccc([N+](=O)[O-])c1. Yields the product C#Cc1cccc(N)c1. Reaction SMILES: [CH3:14][OH:15].[H:12][H:13].[N+:1]([O-:2])(=[O:3])[c:4]1[cH:5][c:6]([C:10]#[CH:11])[cH:7][cH:8][cH:9]1>>[NH2:1][c:4]1[cH:5][c:6]([C:10]#[CH:11])[cH:7][cH:8][cH:9]1. The reactants are COc1ccc(-n2nc(CO)cc2-c2ccc(C)cc2)cc1, ClCCl, [Na+], [OH-], BrP(Br)Br. Yields the product COc1ccc(-n2nc(CBr)cc2-c2ccc(C)cc2)cc1. RXN SMILES: [CH3:5][O:6][c:7]1[cH:8][cH:9][c:10](-[n:13]2[n:14][c:15]([CH2:25][OH:26])[cH:16][c:17]2-[c:18]2[cH:19][cH:20][c:21]([CH3:24])[cH:22][cH:23]2)[cH:11][cH:12]1.[Cl:29][CH2:30][Cl:31].[Na+:28].[OH-:27].[P:1]([Br:2])([Br:3])[Br:4]>>[Br:2][CH2:25][c:15]1[n:14][n:13](-[c:10]2[cH:9][cH:8][c:7]([O:6][CH3:5])[cH:12][cH:11]2)[c:17](-[c:18]2[cH:19][cH:20][c:21]([CH3:24])[cH:22][cH:23]2)[cH:16]1. The reactants are C1(CC1)NC1CCN(CC1)C1=NC=C(C=C1F)C(F)(F)F (cyclopropyl-(3′-fluoro-5′-trifluoromethyl-3,4,5,6-tetrahydro-2H-[1,2′]bipyridinyl-4-yl)-amine), CC1=NN=NN1C1=CC=C(C(=O)O)C=C1 (4-(5-methyl-tetrazol-1-yl)-benzoic acid). Product: C1(CC1)N(C(C1=CC=C(C=C1)N1N=NN=C1C)=O)C1CCN(CC1)C1=NC=C(C=C1F)C(F)(F)F (N-Cyclopropyl-N-(3′-fluoro-5′-trifluoromethyl-3,4,5,6-tetrahydro-2H-[1,2′]bipyridinyl-4-yl)-4-(5-methyl-tetrazol-1-yl)-benzamide). RXN SMILES: [CH:1]1([NH:4][CH:5]2[CH2:10][CH2:9][N:8]([C:11]3[C:16]([F:17])=[CH:15][C:14]([C:18]([F:21])([F:20])[F:19])=[CH:13][N:12]=3)[CH2:7][CH2:6]2)[CH2:3][CH2:2]1.[CH3:22][C:23]1[N:27]([C:28]2[CH:36]=[CH:35][C:31]([C:32](O)=[O:33])=[CH:30][CH:29]=2)[N:26]=[N:25][N:24]=1>>[CH:1]1([N:4]([CH:5]2[CH2:10][CH2:9][N:8]([C:11]3[C:16]([F:17])=[CH:15][C:14]([C:18]([F:20])([F:19])[F:21])=[CH:13][N:12]=3)[CH2:7][CH2:6]2)[C:32](=[O:33])[C:31]2[CH:35]=[CH:36][C:28]([N:27]3[C:23]([CH3:22])=[N:24][N:25]=[N:26]3)=[CH:29][CH:30]=2)[CH2:2][CH2:3]1. Reported procedure: The title compound is prepared from cyclopropyl-(3′-fluoro-5′-trifluoromethyl-3,4,5,6-tetrahydro-2H-[1,2′]bipyridinyl-4-yl)-amine and 4-(5-methyl-tetrazol-1-yl)-benzoic acid following a procedure analogous to that described in Example 107. LC (method 19): tR=4.41 min; Mass spectrum (ESI+): m/z=490 [M+H]+. The reactants are ClCCl (dichloromethane), C(C)(=O)O (acetic acid), C(C1=CC=CC=C1)O[C@@H]1[C@H](C(OC(C)=O)O[C@@H]([C@H]1OC(C)=O)COC(C1=CC=CC=C1)(C1=CC=CC=C1)C1=CC=CC=C1)OC(C)=O (3-O-benzyl-6-O-triphenylmethyl-1,2,4-tri-O-acetyl-D-glucopyranose). Run in O (Water). Product: C(C1=CC=CC=C1)O[C@@H]1[C@H](C(OC(C)=O)O[C@@H]([C@H]1OC(C)=O)CO)OC(C)=O (3-O-benzyl-1,2,4-tri-O-acetyl-D-glucopyranose). As a reaction SMILES: ClCCl.C(O)(=O)C.[CH2:8]([O:15][C@H:16]1[C@H:25]([O:26][C:27](=[O:29])[CH3:28])[C@@H:24]([CH2:30][O:31]C(C2C=CC=CC=2)(C2C=CC=CC=2)C2C=CC=CC=2)[O:23][CH:18]([O:19][C:20](=[O:22])[CH3:21])[C@@H:17]1[O:51][C:52](=[O:54])[CH3:53])[C:9]1[CH:14]=[CH:13][CH:12]=[CH:11][CH:10]=1>O>[CH2:8]([O:15][C@H:16]1[C@H:25]([O:26][C:27](=[O:29])[CH3:28])[C@@H:24]([CH2:30][OH:31])[O:23][CH:18]([O:19][C:20](=[O:22])[CH3:21])[C@@H:17]1[O:51][C:52](=[O:54])[CH3:53])[C:9]1[CH:14]=[CH:13][CH:12]=[CH:11][CH:10]=1. Reported procedure: A solution of crude 17 in the minimum amount of dichloromethane was stirred at room temperature with aqueous 80% acetic acid (100 mL) until TLC demonstrated the disappearance of 17. Water was then added with stirring; the solid was removed and the filtrate was concentrated. The crude 3-O-benzyl-1,2,4-tri-O-acetyl-D-glucopyranose (18) was thus obtained; 1H NMR data: 60:40 mixture of anomers 6.32 (d, 1 H, alpha-H), 5.64 (d, 1 H, beta-H). A solution of the crude residue 18 in acetone was cooled to ... Reactants: ClC1=C(C=C(CN2CCC(CC2)N)C=C1)OCC (1-(4-chloro-3-ethoxy-benzyl)piperidin-4-ylamine), C1(=CC=CC2=CC=CC=C12)C(=O)Cl (1-napthoyl chloride). Yields the product ClC1=C(C=C(CN2CCC(CC2)NC(=O)C2=CC=CC3=CC=CC=C23)C=C1)OCC (Napthalene-1-carboxylic acid[1-(4-chloro-3-ethoxy-benzyl)piperidin-4-yl]-amide). Yield: 62.0%. RXN SMILES: [Cl:1][C:2]1[CH:15]=[CH:14][C:5]([CH2:6][N:7]2[CH2:12][CH2:11][CH:10]([NH2:13])[CH2:9][CH2:8]2)=[CH:4][C:3]=1[O:16][CH2:17][CH3:18].[C:19]1([C:29](Cl)=[O:30])[C:28]2[C:23](=[CH:24][CH:25]=[CH:26][CH:27]=2)[CH:22]=[CH:21][CH:20]=1>>[Cl:1][C:2]1[CH:15]=[CH:14][C:5]([CH2:6][N:7]2[CH2:12][CH2:11][CH:10]([NH:13][C:29]([C:19]3[C:28]4[C:23](=[CH:24][CH:25]=[CH:26][CH:27]=4)[CH:22]=[CH:21][CH:20]=3)=[O:30])[CH2:9][CH2:8]2)=[CH:4][C:3]=1[O:16][CH2:17][CH3:18]. Procedure details: The title compound (26 mg, 62%) was prepared analogously to example 7 by coupling of 1-(4-chloro-3-ethoxy-benzyl)piperidin-4-ylamine with 1-napthoyl chloride. MS: 423.4 (MH+).